This data is from the Open Reaction Database (ORD), a public repository of structured organic reaction records. The task is: describe an organic reaction: reactants, conditions, products, and yield The reactants are O (water), [Li+].[OH-] (LiOH), C(C)OC(C[C@H](NC(=O)[C@H]1CN(CCC1)C(\C=C/C1CCN(CC1)C(=O)OC(C)(C)C)=O)C#C)=O (N-[(R)-1-[3-(1-tert-butoxycarbonyl-4-piperidyl)-(Z)-acryloyl]-3-piperidylcarbonyl]-3(S)-ethynyl-β-alanine ethyl ester), CCO (EtOH). The solvent is O1CCCC1 (tetrahydrofuran). Reaction conditions: time 2 hour. Yields the product N1CCC(CC1)\C=C/C(=O)N1C[C@@H](CCC1)C(=O)N[C@@H](CC(=O)O)C#C (N-[(R)-1-[3-(4-piperidyl)-(Z)-acryloyl]-3-piperidylcarbonyl]-3(S)-ethynyl-β-alanine). Isolated yield 67.7%. Reaction SMILES: [Li+].[OH-].C([O:5][C:6](=[O:37])[CH2:7][C@@H:8]([C:35]#[CH:36])[NH:9][C:10]([C@@H:12]1[CH2:17][CH2:16][CH2:15][N:14]([C:18](=[O:34])/[CH:19]=[CH:20]\[CH:21]2[CH2:26][CH2:25][N:24](C(OC(C)(C)C)=O)[CH2:23][CH2:22]2)[CH2:13]1)=[O:11])C.CCO.O>O1CCCC1>[NH:24]1[CH2:23][CH2:22][CH:21](/[CH:20]=[CH:19]\[C:18]([N:14]2[CH2:15][CH2:16][CH2:17][C@@H:12]([C:10]([NH:9][C@H:8]([C:35]#[CH:36])[CH2:7][C:6]([OH:37])=[O:5])=[O:11])[CH2:13]2)=[O:34])[CH2:26][CH2:25]1 |f:0.1|. Reported procedure: 1N aqueous LiOH (3.0 ml) was added to a solution of N-[(R)-1-[3-(1-tert-butoxycarbonyl-4-piperidyl)-(Z)-acryloyl]-3-piperidylcarbonyl]-3(S)-ethynyl-β-alanine ethyl ester (1.0 g) in tetrahydrofuran (5 ml)-EtOH (5 ml) at 0° C. The reaction mixture was stirred for 2 hours at room temperature, then water was added, and the whole was washed with diethyl ether. The aqueous layer was made acidic with 20% aqueous KHSO4, and extracted with ethyl acetate. The organic layer was dried over MgSO4, evaporated... Reactants: CCO, COCC#Cc1cccc(C2(c3ccc(OC(F)F)cc3)N=C(N)N(C)C2=O)c1, c1ccc2ncccc2c1. The product is COCC=Cc1cccc(C2(c3ccc(OC(F)F)cc3)N=C(N)N(C)C2=O)c1. As a reaction SMILES: [CH3:30][CH2:31][OH:32].[NH2:1][C:2]1=[N:3][C:4]([c:9]2[cH:10][c:11]([C:15]#[C:16][CH2:17][O:18][CH3:19])[cH:12][cH:13][cH:14]2)([c:20]2[cH:21][cH:22][c:23]([O:26][CH:27]([F:28])[F:29])[cH:24][cH:25]2)[C:5](=[O:8])[N:6]1[CH3:7].[cH:33]1[cH:34][c:35]2[c:36]([n:37][cH:38][cH:39][cH:40]2)[cH:41][cH:42]1>>[NH2:1][C:2]1=[N:3][C:4]([c:9]2[cH:10][c:11]([CH:15]=[CH:16][CH2:17][O:18][CH3:19])[cH:12][cH:13][cH:14]2)([c:20]2[cH:21][cH:22][c:23]([O:26][CH:27]([F:28])[F:29])[cH:24][cH:25]2)[C:5](=[O:8])[N:6]1[CH3:7]. Reaction SMILES: [Br-].[CH2:2]([P+](C1C=CC=CC=1)(C1C=CC=CC=1)C1C=CC=CC=1)[CH:3]([CH3:5])[CH3:4].C([Li])CCC.[CH3:30][C:31]([CH2:38][O:39][C:40]1[CH:45]=[CH:44][C:43]([CH:46]=O)=[CH:42][C:41]=1[O:48][CH3:49])=[CH:32][C:33]([O:35][CH2:36][CH3:37])=[O:34]>>[CH3:30][C:31]([CH2:38][O:39][C:40]1[CH:45]=[CH:44][C:43]([CH:46]=[CH:2][CH:3]([CH3:5])[CH3:4])=[CH:42][C:41]=1[O:48][CH3:49])=[CH:32][C:33]([O:35][CH2:36][CH3:37])=[O:34] |f:0.1|. Product: CC(=CC(=O)OCC)COC1=C(C=C(C=C1)C=CC(C)C)OC (ethyl 3-methyl-4-[2-methoxy-4-(3-methyl-1-butenyl)phenoxy]2-butenoate). Starting materials: [Br-].C(C(C)C)[P+](C1=CC=CC=C1)(C1=CC=CC=C1)C1=CC=CC=C1 (isobutyltriphenylphosphonium bromide), C(CCC)[Li] (n-butyllithium), CC(=CC(=O)OCC)COC1=C(C=C(C=C1)C=O)OC (ethyl 3-methyl-4-(4-formyl-2-methoxyphenoxy)-2butenoate). Procedure details: Following the above procedures, isobutyltriphenylphosphonium bromide (9.60 g, 24.0 mmol), n-butyllithium (9.0 mmol) and ethyl 3-methyl-4-(4-formyl-2-methoxyphenoxy)-2butenoate (1.67 g, 6.0 mmol) are reacted together to give ethyl 3-methyl-4-[2-methoxy-4-(3-methyl-1-butenyl)phenoxy]2-butenoate, MS m/e 318 (M+). Reactants: [Al], CC1(C)SC2C(NC(=O)C(N)c3ccccc3)C(=O)N2C1C(=O)[O-], [Na+]. The product is CC1(C)SC2C(NC(=O)C(N)c3ccccc3)C(=O)N2C1C(=O)O. RXN SMILES: [Al:26].[CH:2]12[S:3][C:4]([CH3:5])([CH3:6])[CH:7]([C:23]([O-:24])=[O:25])[N:8]1[C:9](=[O:10])[CH:11]2[NH:12][C:13](=[O:14])[CH:15]([NH2:16])[c:17]1[cH:18][cH:19][cH:20][cH:21][cH:22]1.[Na+:1]>>[CH:2]12[S:3][C:4]([CH3:5])([CH3:6])[CH:7]([C:23](=[O:24])[OH:25])[N:8]1[C:9](=[O:10])[CH:11]2[NH:12][C:13](=[O:14])[CH:15]([NH2:16])[c:17]1[cH:18][cH:19][cH:20][cH:21][cH:22]1. Reactants: O=C(Cn1cnc(OCc2ccccc2)cc1=O)c1ccc(CBr)cc1, C1CCNC1, CN(C)C=O. The product is O=C(Cn1cnc(OCc2ccccc2)cc1=O)c1ccc(CN2CCCC2)cc1. As a reaction SMILES: [CH2:1]([c:2]1[cH:3][cH:4][cH:5][cH:6][cH:7]1)[O:8][c:9]1[cH:10][c:11](=[O:26])[n:12]([CH2:15][C:16](=[O:17])[c:18]2[cH:19][cH:20][c:21]([CH2:24][Br:25])[cH:22][cH:23]2)[cH:13][n:14]1.[CH2:27]1[CH2:28][CH2:29][NH:30][CH2:31]1.[O:32]=[CH:33][N:34]([CH3:35])[CH3:36]>>[CH2:1]([c:2]1[cH:3][cH:4][cH:5][cH:6][cH:7]1)[O:8][c:9]1[cH:10][c:11](=[O:26])[n:12]([CH2:15][C:16](=[O:17])[c:18]2[cH:19][cH:20][c:21]([CH2:24][N:30]3[CH2:29][CH2:28][CH2:27][CH2:31]3)[cH:22][cH:23]2)[cH:13][n:14]1.